From a dataset of the Open Reaction Database (ORD), a public repository of structured organic reaction records. describe an organic reaction: reactants, conditions, products, and yield Starting materials: BrCCN1CCOCC1, O=C([O-])[O-], CN(C)C=O, NC(=O)c1sc(-n2cnc3ccc(O)cc32)nc1-c1cccc(Cl)c1, [Cs+], [Cs+]. The product is NC(=O)c1sc(-n2cnc3ccc(OCCN4CCOCC4)cc32)nc1-c1cccc(Cl)c1. As a reaction SMILES: [Br:26][CH2:27][CH2:28][N:29]1[CH2:30][CH2:31][O:32][CH2:33][CH2:34]1.[C:35](=[O:36])([O-:37])[O-:38].[CH3:41][N:42]([CH3:43])[CH:44]=[O:45].[Cl:1][c:2]1[cH:3][c:4](-[c:8]2[n:9][c:10](-[n:16]3[cH:17][n:18][c:19]4[c:20]3[cH:21][c:22]([OH:25])[cH:23][cH:24]4)[s:11][c:12]2[C:13](=[O:14])[NH2:15])[cH:5][cH:6][cH:7]1.[Cs+:39].[Cs+:40]>>[Cl:1][c:2]1[cH:3][c:4](-[c:8]2[n:9][c:10](-[n:16]3[cH:17][n:18][c:19]4[c:20]3[cH:21][c:22]([O:25][CH2:27][CH2:28][N:29]3[CH2:30][CH2:31][O:32][CH2:33][CH2:34]3)[cH:23][cH:24]4)[s:11][c:12]2[C:13](=[O:14])[NH2:15])[cH:5][cH:6][cH:7]1.